Dataset: the Open Reaction Database (ORD), a public repository of structured organic reaction records. Task: describe an organic reaction: reactants, conditions, products, and yield Starting materials: C(=O)(O)[O-].[Na+] (NaHCO3), IC=1NC=CC1 (iodopyrrole), C(C)C1=C(NC=C1C)C(=O)OCC (Ethyl 3-ethyl-4-methylpyrrole-2-carboxylate), C(C)C1=C(NC=C1C)C(=O)OCC (Ethyl 3-ethyl-4-methylpyrrole-2-carboxylate), C(=O)(O)C1=C(C(=C(N1)C(=O)OCC)CC)C (ethyl 5-carboxy-3-ethyl-4-methylpyrrole-2-carboxyate), II (I2), [Na+].[I-] (NaI). The solvent is O (H2O), ClCCCl (1,2-dichloroethane), O (H2O). Product: C(C)C1=C(NC(=C1C)I)C(=O)OCC (Ethyl 3-ethyl-5-iodo-4-methylpyrrole-2-carboxylate). Reaction SMILES: [I:1]C1NC=CC=1.[CH2:7]([C:9]1[C:13]([CH3:14])=[CH:12][NH:11][C:10]=1[C:15]([O:17][CH2:18][CH3:19])=[O:16])[CH3:8].C(C1NC(C(OCC)=O)=C(CC)C=1C)(O)=O.C([O-])(O)=O.[Na+].II.[Na+].[I-]>O.ClCCCl>[CH2:7]([C:9]1[C:13]([CH3:14])=[C:12]([I:1])[NH:11][C:10]=1[C:15]([O:17][CH2:18][CH3:19])=[O:16])[CH3:8] |f:3.4,6.7|. Reported procedure: This procedure is an adaptation of a general iodopyrrole formation procedure (Collman, J. P.; Chong, A. O.; Jameson, G. B.; Oakley R. T.; Rose, E.; Schmittou, E. R.; Ibers, J. A. J. Am. Chem. Soc. 1981, 103, 516-533) where pyrrole (13) has been substituted for ethyl 5-carboxy-3-ethyl-4-methylpyrrole-2-carboxyate. A solution of NaHCO3 (15.7 g, 0.19 mol) in 60 ml H2O was heated to 50° C. in a 1 L round bottom flask. To this was added 700 ml of 1,2-dichloroethane followed by ethyl 3-ethyl-4-methylp... The reactants are O1CCOC2=C1C=CC=C2N2CCNCC2 (1-(1,4-benzodioxan-5-yl)piperazine), C=O (formaldehyde), NC1=NN(C(=C1)N)C1=CC=CC=C1 (3,5-diamino-1-phenylpyrazole). The solvent is industrial methylated spirit, industrial methylated spirit. Conditions: time 18 hour. Product: NC1=NN(C(=C1CN1CCN(CC1)C1=CC=CC=2OCCOC21)N)C2=CC=CC=C2 (3,5-diamino-4-[4-(1,4-benzodioxan-5-yl)piperazin-1-ylmethyl]-1-phenylpyrazole). Reaction SMILES: [O:1]1[C:6]2[CH:7]=[CH:8][CH:9]=[C:10]([N:11]3[CH2:16][CH2:15][NH:14][CH2:13][CH2:12]3)[C:5]=2[O:4][CH2:3][CH2:2]1.[CH2:17]=O.[NH2:19][C:20]1[CH:24]=[C:23]([NH2:25])[N:22]([C:26]2[CH:31]=[CH:30][CH:29]=[CH:28][CH:27]=2)[N:21]=1>>[NH2:19][C:20]1[C:24]([CH2:17][N:14]2[CH2:15][CH2:16][N:11]([C:10]3[C:5]4[O:4][CH2:3][CH2:2][O:1][C:6]=4[CH:7]=[CH:8][CH:9]=3)[CH2:12][CH2:13]2)=[C:23]([NH2:25])[N:22]([C:26]2[CH:31]=[CH:30][CH:29]=[CH:28][CH:27]=2)[N:21]=1. Procedure details: A mixture of 1-(1,4-benzodioxan-5-yl)piperazine (0.8 g; prepared in a similar manner to that described in Example 2), 37-40% aqueous formaldehyde solution (0.27 ml) and industrial methylated spirit (10 ml) was stirred at ambient temperature under nitrogen for 18 hours, then a solution of 3,5-diamino-1-phenylpyrazole (0.63 g) in industrial methylated spirit (8 ml) was added dropwise. The mixture was stirred at ambient temperature for 2.5 hours, then the solvent was removed in vacuo, and the resid... The reactants are O=C(OOC(=O)c1ccccc1)c1ccccc1, ClC(Cl)(Cl)Cl, Cc1cc(C)cc(Br)c1, O=C1CCC(=O)N1Br, [W]. Product: Cc1cc(Br)cc(CBr)c1. As a reaction SMILES: [C:18]([O:19][O:20][C:21](=[O:22])[c:23]1[cH:24][cH:25][cH:26][cH:27][cH:28]1)(=[O:29])[c:30]1[cH:31][cH:32][cH:33][cH:34][cH:35]1.[C:36]([Cl:37])([Cl:38])([Cl:39])[Cl:40].[CH3:1][c:2]1[cH:3][c:4]([Br:9])[cH:5][c:6]([CH3:8])[cH:7]1.[O:10]=[C:11]1[N:12]([Br:17])[C:13](=[O:14])[CH2:15][CH2:16]1.[W:41]>>[CH2:1]([c:2]1[cH:3][c:4]([Br:9])[cH:5][c:6]([CH3:8])[cH:7]1)[Br:17]. Reactants: C1(=CC=CC=C1)C(N1C(C2(C3=CC=CC=C13)COC1=C2C=C(C=C1)C=1C=NC=CC1)=O)C1=CC=CC=C1 (1′-(diphenylmethyl)-5-pyridin-3-ylspiro[1-benzofuran-3,3′-indol]-2′(1′H)-one), C1(=CC=CC=C1)C(N1C(C2(C3=CC(=CC=C13)C)COC=1C2=CC2=C(OCO2)C1)=O)C1=CC=CC=C1 (1′-(diphenylmethyl)-5′-methylspiro[furo[2,3-f][1,3]benzodioxole-7,3′-indol]-2′(1′H)-one). The product is N1CC(CCC1)C=1C=CC2=C(C1)C1(C(NC3=CC=CC=C13)=O)CO2 (5-piperidin-3-ylspiro[1-benzofuran-3,3′-indol]-2′(1′H)-one). RXN SMILES: C1(C(C2C=CC=CC=2)[N:8]2[C:16]3[C:11](=[CH:12][CH:13]=[CH:14][CH:15]=3)[C:10]3([C:20]4[CH:21]=[C:22]([C:25]5[CH:26]=[N:27][CH:28]=[CH:29][CH:30]=5)[CH:23]=[CH:24][C:19]=4[O:18][CH2:17]3)[C:9]2=[O:31])C=CC=CC=1.C1(C(C2C=CC=CC=2)N2C3C(=CC(C)=CC=3)C3(C4=CC5OCOC=5C=C4OC3)C2=O)C=CC=CC=1>>[NH:27]1[CH2:28][CH2:29][CH2:30][CH:25]([C:22]2[CH:23]=[CH:24][C:19]3[O:18][CH2:17][C:10]4([C:11]5[C:16](=[CH:15][CH:14]=[CH:13][CH:12]=5)[NH:8][C:9]4=[O:31])[C:20]=3[CH:21]=2)[CH2:26]1. Procedure: Following the procedure as described in EXAMPLE 1.28, and making non-critical variations using 1′-(diphenylmethyl)-5-pyridin-3-ylspiro[1-benzofuran-3,3′-indol]-2′(1′H)-one to replace 1′-(diphenylmethyl)-5′-methylspiro[furo[2,3-f][1,3]benzodioxole-7,3′-indol]-2′(1′H)-one, the title compound was obtained that was used in the next step. Starting materials: CC(C)(C)OC(=O)NCC1CNC1, C1CCOC1, CS(=O)(=O)Cl, CCN(C(C)C)C(C)C, O=[N+]([O-])c1ccc(Oc2ccncc2C#CCO)c(F)c1, CN(C)C=O. Product: CC(C)(C)OC(=O)NCC1CN(CC#Cc2cnccc2Oc2ccc([N+](=O)[O-])cc2F)C1. RXN SMILES: [C:36]([CH3:37])([CH3:38])([CH3:39])[O:40][C:41]([NH:42][CH2:43][CH:44]1[CH2:45][NH:46][CH2:47]1)=[O:48].[CH2:49]1[O:50][CH2:51][CH2:52][CH2:53]1.[CH3:31][S:32](=[O:33])(=[O:34])[Cl:35].[CH:22]([N:23]([CH2:24][CH3:25])[CH:26]([CH3:27])[CH3:28])([CH3:29])[CH3:30].[F:1][c:2]1[c:3]([O:4][c:5]2[c:6]([C:11]#[C:12][CH2:13][OH:14])[cH:7][n:8][cH:9][cH:10]2)[cH:15][cH:16][c:17]([N+:19](=[O:20])[O-:21])[cH:18]1.[O:54]=[CH:55][N:56]([CH3:57])[CH3:58]>>[F:1][c:2]1[c:3]([O:4][c:5]2[c:6]([C:11]#[C:12][CH2:13][N:46]3[CH2:45][CH:44]([CH2:43][NH:42][C:41]([O:40][C:36]([CH3:37])([CH3:38])[CH3:39])=[O:48])[CH2:47]3)[cH:7][n:8][cH:9][cH:10]2)[cH:15][cH:16][c:17]([N+:19](=[O:20])[O-:21])[cH:18]1. The reactants are ClC1=C(C(=O)O)C=C(C=C1)SC (2-chloro-5-(methylthio)benzoic acid), CN(C)C=O (DMF), NC1=CC=NN1CC (5-amino-1-ethylpyrazole), C(=O)([O-])[O-].[K+].[K+] (K2CO3). The reagents and catalysts are CC(=O)[O-].CC(=O)[O-].[Cu+2] (Cu(OAc)2). The solvent is O (water), C(C)(=O)O (acetic acid). The product is C(C)N1N=CC=C1NC=1C(C(=O)O)=CC(=CC1)SC (N-(1-ethylpyrazol-5-yl)-5-(methylthio)anthranilic acid). The yield is 37.7%. Reaction SMILES: Cl[C:2]1[CH:10]=[CH:9][C:8]([S:11][CH3:12])=[CH:7][C:3]=1[C:4]([OH:6])=[O:5].CN(C=O)C.[NH2:18][C:19]1[N:23]([CH2:24][CH3:25])[N:22]=[CH:21][CH:20]=1.C([O-])([O-])=O.[K+].[K+]>CC([O-])=O.CC([O-])=O.[Cu+2].C(O)(=O)C.O>[CH2:24]([N:23]1[C:19]([NH:18][C:2]2[C:3](=[CH:7][C:8]([S:11][CH3:12])=[CH:9][CH:10]=2)[C:4]([OH:6])=[O:5])=[CH:20][CH:21]=[N:22]1)[CH3:25] |f:3.4.5,6.7.8|. Reported procedure: A mixture of 2-chloro-5-(methylthio)benzoic acid (8.8 g, 0.043 mol), DMF (100 mL), 5-amino-1-ethylpyrazole (4.8 g, 0.043 mol), K2CO3 (5.94 g, 0.043 mol) and Cu(OAc)2 (0.5 g ) was refluxed overnight. The reaction mixture was cooled to room temperature, poured into water and acidified with acetic acid to a pH of about 4-5. The mixture was extracted with CH2Cl2 and then the CH2Cl2 layer was evaporated to afford 4.5 g of N-(1-ethylpyrazol-5-yl)-5-(methylthio)anthranilic acid. Starting materials: O=C([O-])[O-], CN(C)C=O, CCOC(C)=O, FC(F)(F)C1(c2cc(Cl)cc(Cl)c2)CCNC1, N#Cc1ccc(F)cc1C(F)(F)F, [K+], [K+]. The product is N#Cc1ccc(N2CCC(c3cc(Cl)cc(Cl)c3)(C(F)(F)F)C2)cc1C(F)(F)F. RXN SMILES: [C:31](=[O:32])([O-:33])[O-:34].[CH3:37][N:38]([CH3:39])[CH:40]=[O:41].[CH3:42][CH2:43][O:44][C:45](=[O:46])[CH3:47].[Cl:1][c:2]1[cH:3][c:4]([C:9]2([C:14]([F:15])([F:16])[F:17])[CH2:10][NH:11][CH2:12][CH2:13]2)[cH:5][c:6]([Cl:8])[cH:7]1.[F:18][c:19]1[cH:20][c:21]([C:27]([F:28])([F:29])[F:30])[c:22]([C:23]#[N:24])[cH:25][cH:26]1.[K+:35].[K+:36]>>[Cl:1][c:2]1[cH:3][c:4]([C:9]2([C:14]([F:15])([F:16])[F:17])[CH2:10][N:11]([c:19]3[cH:20][c:21]([C:27]([F:28])([F:29])[F:30])[c:22]([C:23]#[N:24])[cH:25][cH:26]3)[CH2:12][CH2:13]2)[cH:5][c:6]([Cl:8])[cH:7]1. Reactants: BrC=1C=C(C=CC1)C=1OC2=C(C(=CC(=C2C(C1)=O)O)O)[C@H]1[C@@H](N(CC1)C)CO ((+)-trans-2-(3-Bromo-phenyl)-8-(2-hydroxymethyl-1-methyl-pyrrolidin-3-yl)-5,7-dihydroxy-chromen-4-one), Cl (HCl). Run in CO (methanol). Product: Cl.BrC=1C=C(C=CC1)C=1OC2=C(C(=CC(=C2C(C1)=O)O)O)[C@H]1[C@@H](N(CC1)C)CO ((+)-trans-2-(3-Bromo-phenyl)-8-(2-hydroxymethyl-1-methyl-pyrrolidin-3-yl)-5,7-dihydroxy-chromen-4-one hydrochloride). RXN SMILES: [Br:1][C:2]1[CH:3]=[C:4]([C:8]2[O:9][C:10]3[C:15]([C:16](=[O:18])[CH:17]=2)=[C:14]([OH:19])[CH:13]=[C:12]([OH:20])[C:11]=3[C@@H:21]2[CH2:25][CH2:24][N:23]([CH3:26])[C@H:22]2[CH2:27][OH:28])[CH:5]=[CH:6][CH:7]=1.[ClH:29]>CO>[ClH:29].[Br:1][C:2]1[CH:3]=[C:4]([C:8]2[O:9][C:10]3[C:15]([C:16](=[O:18])[CH:17]=2)=[C:14]([OH:19])[CH:13]=[C:12]([OH:20])[C:11]=3[C@@H:21]2[CH2:25][CH2:24][N:23]([CH3:26])[C@H:22]2[CH2:27][OH:28])[CH:5]=[CH:6][CH:7]=1 |f:3.4|. Reported procedure: The compound of example 53 (0.540 g, 1.2099 mmol) was suspended in methanol (2 mL) and treated with ethereal HCl and the organic solvent was evaporated to afford the title compound, the hydrochloride salt.